This data is from the Open Reaction Database (ORD), a public repository of structured organic reaction records. The task is: describe an organic reaction: reactants, conditions, products, and yield Reactants: C(CC(O)(C(=O)O)CC(=O)O)(=O)O (citric acid), C(C)C1(CCCN2CCC3=C(C12)NC1=CC=CC=C13)CC(=NO)C(=O)OC ((+)-ethyl-1-(2'-methoxycarbonyl-2'-hydroxyimino-ethyl)-1,2,3,4,6,7,12,12b-octahydro-indolo[2,3-a]quinolizine), C(C)O (ethanol), solid, [OH-].[Na+] (sodium hydroxide). The solvent is O (water), O (water). The product is C(C)C1(CCCN2CCC3=C(C12)NC1=CC=CC=C13)CC(=NO)C(=O)O (Racemic 1-ethyl-1-(2'-hydroxycarbonyl-2'-hydroxyimino-ethyl)-1,2,3,4,6,7,12,12b-octahydroindolo[2,3-a]quinolizine). The yield is 81.0%. Reaction SMILES: [CH2:1]([C:3]1([CH2:20][C:21]([C:24]([O:26]C)=[O:25])=[N:22][OH:23])[CH:12]2[N:7]([CH2:8][CH2:9][C:10]3[C:19]4[C:14](=[CH:15][CH:16]=[CH:17][CH:18]=4)[NH:13][C:11]=32)[CH2:6][CH2:5][CH2:4]1)[CH3:2].[OH-].[Na+].C(O)C.C(O)(=O)CC(CC(O)=O)(C(O)=O)O>O>[CH2:1]([C:3]1([CH2:20][C:21]([C:24]([OH:26])=[O:25])=[N:22][OH:23])[CH:12]2[N:7]([CH2:8][CH2:9][C:10]3[C:19]4[C:14](=[CH:15][CH:16]=[CH:17][CH:18]=4)[NH:13][C:11]=32)[CH2:6][CH2:5][CH2:4]1)[CH3:2] |f:1.2|. Reported procedure: A mixture of 9.25 g. (0.025 mole) of (+)-ethyl-1-(2'-methoxycarbonyl-2'-hydroxyimino-ethyl)-1,2,3,4,6,7,12,12b-octahydro-indolo[2,3-a]quinolizine, 8.0 g (0.2 mole) of solid sodium hydroxide, 100 ml. of ethanol and 5.0 ml. of water is acidified to a pH value of 6.3 by the addition of a solution of 16 g. of citric acid in 150 ml. of water. The solution is extracted six times with 50 ml. of dichloromethane each. The united organic phases are extracted with a saturated sodium chloride solution, the ...